This data is from the Open Reaction Database (ORD), a public repository of structured organic reaction records. The task is: describe an organic reaction: reactants, conditions, products, and yield The reactants are CS(=O)(=O)OCC=1C(=NSC1C(F)(F)F)C1=CC(=C(C=C1)C)F ((3-(3-fluoro-4-methylphenyl)-5-(trifluoromethyl)isothiazol-4-yl)methyl methanesulfonate), FC=1C=C(C=C(C1O)F)CCC(=O)OCC (ethyl 3-(3,5-difluoro-4-hydroxyphenyl)propanoate). Product: FC=1C=C(C=C(C1OCC=1C(=NSC1C(F)(F)F)C1=CC(=C(C=C1)C)F)F)CCC(=O)O (3-(3,5-difluoro-4-[[3-(3-fluoro-4-methylphenyl)-5-(trifluoromethyl)-1,2-thiazol-4-yl]methoxy]phenyl)propanoic acid). As a reaction SMILES: CS([O:5][CH2:6][C:7]1[C:8]([C:16]2[CH:21]=[CH:20][C:19]([CH3:22])=[C:18]([F:23])[CH:17]=2)=[N:9][S:10][C:11]=1[C:12]([F:15])([F:14])[F:13])(=O)=O.[F:24][C:25]1[CH:26]=[C:27]([CH2:33][CH2:34][C:35]([O:37]CC)=[O:36])[CH:28]=[C:29]([F:32])[C:30]=1O>>[F:24][C:25]1[CH:26]=[C:27]([CH2:33][CH2:34][C:35]([OH:37])=[O:36])[CH:28]=[C:29]([F:32])[C:30]=1[O:5][CH2:6][C:7]1[C:8]([C:16]2[CH:21]=[CH:20][C:19]([CH3:22])=[C:18]([F:23])[CH:17]=2)=[N:9][S:10][C:11]=1[C:12]([F:15])([F:14])[F:13]. Procedure details: The title compound was prepared according to the procedure described in Example 1 starting following Step 5 and 6 coupling (3-(3-fluoro-4-methylphenyl)-5-(trifluoromethyl)isothiazol-4-yl)methyl methanesulfonate and ethyl 3-(3,5-difluoro-4-hydroxyphenyl)propanoate followed by hydrolysis to afford the desired product as an off-white solid. 1H NMR (300 MHz, CD3OD) δ 7.34-7.52 (m, 3H), 6.83-6.91 (m, 2H), 5.21 (s, 2H), 2.88 (t, J=7.5 Hz, 2H), 2.61 (t, J=7.2 Hz, 2H), 2.368 (s, 3H). Mass spectrum (ESI,... Starting materials: OC=1C=C(C=CC1)C1CN=C(O1)C1=NC=CC=C1 (4,5-dihydro-5-(3-hydroxyphenyl)-2-(2-pyridyl)-1,3-oxazole), ClCC1=NC2=CC=CC=C2C=C1 (2-(chloromethyl)quinoline), C[O-].[Na+] (sodium methoxide). Run in C(C)(=O)OCC (ethyl acetate), CN(C=O)C (dimethylformamide), O (water). Yields the product N1=C(C=CC2=CC=CC=C12)COC=1C=C(C=CC1)C1CN=C(O1)C1=NC=CC=C1 (4,5-Dihydro-5-[3-[(2-quinolinyl)methoxy]phenyl]-2-(2-pyridyl)-1,3-oxazole). The yield is 21.8%. Reaction SMILES: [OH:1][C:2]1[CH:3]=[C:4]([CH:8]2[O:12][C:11]([C:13]3[CH:18]=[CH:17][CH:16]=[CH:15][N:14]=3)=[N:10][CH2:9]2)[CH:5]=[CH:6][CH:7]=1.Cl[CH2:20][C:21]1[CH:30]=[CH:29][C:28]2[C:23](=[CH:24][CH:25]=[CH:26][CH:27]=2)[N:22]=1.C[O-].[Na+]>CN(C)C=O.C(OCC)(=O)C.O>[N:22]1[C:23]2[C:28](=[CH:27][CH:26]=[CH:25][CH:24]=2)[CH:29]=[CH:30][C:21]=1[CH2:20][O:1][C:2]1[CH:3]=[C:4]([CH:8]2[O:12][C:11]([C:13]3[CH:18]=[CH:17][CH:16]=[CH:15][N:14]=3)=[N:10][CH2:9]2)[CH:5]=[CH:6][CH:7]=1 |f:2.3|. Procedure: A solution of 4,5-dihydro-5-(3-hydroxyphenyl)-2-(2-pyridyl)-1,3-oxazole (7.3 g, 0.03 mol) and 2-(chloromethyl)quinoline (5.4 g, 0.03 mol) in dimethylformamide (200 ml) is heated to 90° for 16 hours in the presence of sodium methoxide (1.6 g, 0.03 mol). The mixture is dissolved in ethyl acetate and water. The aqueous layer is extracted twice with ethyl acetate. The combined ethyl acetate solutions are washed twice with dilute aqueous sodium chloride solution, dried over anhydrous magnesium sulfat... Starting materials: COC(=O)CCc1ccc(OCCSCCOC(c2ccc(Cl)cc2)c2ccc(Cl)cc2)cc1, CCO, [K+], [OH-], O. Yields the product O=C(O)CCc1ccc(OCCSCCOC(c2ccc(Cl)cc2)c2ccc(Cl)cc2)cc1. RXN SMILES: [CH3:1][O:2][C:3]([CH2:4][CH2:5][c:6]1[cH:7][cH:8][c:9]([O:12][CH2:13][CH2:14][S:15][CH2:16][CH2:17][O:18][CH:19]([c:20]2[cH:21][cH:22][c:23]([Cl:26])[cH:24][cH:25]2)[c:27]2[cH:28][cH:29][c:30]([Cl:33])[cH:31][cH:32]2)[cH:10][cH:11]1)=[O:34].[CH3:35][CH2:36][OH:37].[K+:39].[OH-:38].[OH2:40]>>[O:2]=[C:3]([CH2:4][CH2:5][c:6]1[cH:7][cH:8][c:9]([O:12][CH2:13][CH2:14][S:15][CH2:16][CH2:17][O:18][CH:19]([c:20]2[cH:21][cH:22][c:23]([Cl:26])[cH:24][cH:25]2)[c:27]2[cH:28][cH:29][c:30]([Cl:33])[cH:31][cH:32]2)[cH:10][cH:11]1)[OH:34]. Starting materials: ClCC=1SC2=NC=CC=C2N1 (2-(chloromethyl)[1,3]thiazolo[5,4-b]pyridine), CC(OCC)=O (EA), S1C(=NC=C1)N1CCNCC1 (1-(1,3-thiazol-2-yl)piperazine), D1. The product is S1C(=NC=C1)N1CCN(CC1)CC=1SC2=NC=CC=C2N1 (2-{[4-(1,3-thiazol-2-yl)-1-piperazinyl]methyl}[1,3]thiazolo[5,4-b]pyridine). As a reaction SMILES: Cl[CH2:2][C:3]1[S:4][C:5]2[C:10]([N:11]=1)=[CH:9][CH:8]=[CH:7][N:6]=2.[S:12]1[CH:16]=[CH:15][N:14]=[C:13]1[N:17]1[CH2:22][CH2:21][NH:20][CH2:19][CH2:18]1.CC(=O)OCC>>[S:12]1[CH:16]=[CH:15][N:14]=[C:13]1[N:17]1[CH2:18][CH2:19][N:20]([CH2:2][C:3]2[S:4][C:5]3[C:10]([N:11]=2)=[CH:9][CH:8]=[CH:7][N:6]=3)[CH2:21][CH2:22]1. Procedure: The product from Example 38A (200 mg, 1.1 mmol), 1-(1,3-thiazol-2-yl)piperazine (219 mg, 1.3 mmol), and D1 EA (340 μL, 2.1 mmol) were processed as described in Example 38B to provide the title compound. 1H NMR (300 MHz, DMSO-d6) δ 2.71 (m, 4H) 3.46 (m, 4H) 4.06 (s, 2H) 6.86 (d, J=3.73 Hz, 1H) 7.17 (d, J=−3.73 Hz, 1H) 7.56 (dd, J=8.14, 4.75 Hz, 1H) 8.33 (dd, J=8.14, 1.70 Hz, 1H) 8.59 (dd, J=4.58, 1.53 Hz, 1H). (ESI) m/z 318 (M+H)+.